This data is from the Open Reaction Database (ORD), a public repository of structured organic reaction records. The task is: describe an organic reaction: reactants, conditions, products, and yield The reactants are COc1ccccc1OC1CCNC1, CC(C)O, Clc1nc(-c2ccccc2)nc2ccccc12. The product is COc1ccccc1OC1CCN(c2nc(-c3ccccc3)nc3ccccc23)C1. As a reaction SMILES: [CH3:1][O:2][c:3]1[c:4]([O:5][CH:6]2[CH2:7][NH:8][CH2:9][CH2:10]2)[cH:11][cH:12][cH:13][cH:14]1.[CH:32]([OH:33])([CH3:34])[CH3:35].[Cl:15][c:16]1[n:17][c:18](-[c:26]2[cH:27][cH:28][cH:29][cH:30][cH:31]2)[n:19][c:20]2[cH:21][cH:22][cH:23][cH:24][c:25]12>>[CH3:1][O:2][c:3]1[c:4]([O:5][CH:6]2[CH2:7][N:8]([c:16]3[n:17][c:18](-[c:26]4[cH:27][cH:28][cH:29][cH:30][cH:31]4)[n:19][c:20]4[cH:21][cH:22][cH:23][cH:24][c:25]34)[CH2:9][CH2:10]2)[cH:11][cH:12][cH:13][cH:14]1. The reactants are [Cl-].C(CCCCCCCCCCCCCC)(=O)O[C@@H](C[N+](C)(C)C)CC(=O)OCCCCCCCCCCCCC ((R)-(2-pentadecanoyloxy-3-tridecyloxycarbonylpropyl)trimethylammonium chloride), C(C1=CN=CC=C1)(=O)[O-].[Na+] (sodium nicotinate). Solvent: tetrahydrofuran-ethyl acetate, O (water). Run at time 46.5 hour. Product: C(C1=CN=CC=C1)(=O)[O-].C(CCCCCCCCCCCCCC)(=O)O[C@@H](C[N+](C)(C)C)CC(=O)OCCCCCCCCCCCCC ((R)-(2-pentadecanoyloxy-3-tridecyloxycarbonylpropyl)trimethylammonium nicotinate). Yield: 94.5%. RXN SMILES: [Cl-].[C:2]([O:18][C@H:19]([CH2:25][C:26]([O:28][CH2:29][CH2:30][CH2:31][CH2:32][CH2:33][CH2:34][CH2:35][CH2:36][CH2:37][CH2:38][CH2:39][CH2:40][CH3:41])=[O:27])[CH2:20][N+:21]([CH3:24])([CH3:23])[CH3:22])(=[O:17])[CH2:3][CH2:4][CH2:5][CH2:6][CH2:7][CH2:8][CH2:9][CH2:10][CH2:11][CH2:12][CH2:13][CH2:14][CH2:15][CH3:16].[C:42]([O-:50])(=[O:49])[C:43]1[CH:48]=[CH:47][CH:46]=[N:45][CH:44]=1.[Na+]>O>[C:42]([O-:50])(=[O:49])[C:43]1[CH:48]=[CH:47][CH:46]=[N:45][CH:44]=1.[C:2]([O:18][C@H:19]([CH2:25][C:26]([O:28][CH2:29][CH2:30][CH2:31][CH2:32][CH2:33][CH2:34][CH2:35][CH2:36][CH2:37][CH2:38][CH2:39][CH2:40][CH3:41])=[O:27])[CH2:20][N+:21]([CH3:22])([CH3:23])[CH3:24])(=[O:17])[CH2:3][CH2:4][CH2:5][CH2:6][CH2:7][CH2:8][CH2:9][CH2:10][CH2:11][CH2:12][CH2:13][CH2:14][CH2:15][CH3:16] |f:0.1,2.3,5.6|. Reported procedure: To a suspension of (R)-(2-pentadecanoyloxy-3-tridecyloxycarbonylpropyl)trimethylammonium chloride (1.5 g, 2.48 mmol) obtained in Example 2 and sodium nicotinate (3.0 g, 20.7 mmol) in 30 ml of tetrahydrofuran-ethyl acetate (1:1) was added 15 ml of water, and the mixture was stirred for 46.5 hours at room temperature. After the organic layer was separated and washed with 10 ml of water, the solvent was removed under reduced pressure, and the residue was azeotroped with ethyl acetate. The residual ... Reactants: FC(CN1CC=2N(CC1)N=C(C2)NC=2C(N(C=C(C2)B2OC(C(O2)(C)C)(C)C)C)=O)F (3-(5-(2,2-Difluoroethyl)-4,5,6,7-tetrahydropyrazolo[1,5-a]pyrazin-2-ylamino)-1-methyl-5-(4,4,5,5-tetramethyl-1,3,2-dioxaborolan-2-yl)pyridin-2(1H)-one), C(C)(C)(C)C=1C=C2C=NN(C(C2=C(C1)F)=O)C1=C(C=O)C(=CC=N1)Cl (2-(6-tert-Butyl-8-fluoro-1-oxophthalazin-2(1H)-yl)-4-chloronicotinaldehyde), [O-]P(=O)([O-])[O-].[K+].[K+].[K+] (K3PO4), C(C)(=O)[O-].[Na+] (sodium acetate). Reagents/catalysts: C1=CC=C(C=C1)P([C-]2C=CC=C2)C3=CC=CC=C3.C1=CC=C(C=C1)P([C-]2C=CC=C2)C3=CC=CC=C3.Cl[Pd]Cl.[Fe+2] (1,1′-bis(diphenylphosphino)ferrocenedichloropalladium(II)). Run in C(C)#N.O (acetonitrile water). Run at temperature 100 celsius. Product: C(C)(C)(C)C=1C=C2C=NN(C(C2=C(C1)F)=O)C1=C(C=O)C(=CC=N1)C1=CN(C(C(=C1)NC1=NN2C(CN(CC2)CC(F)F)=C1)=O)C (2-(6-tert-Butyl-8-fluoro-1-oxophthalazin-2(1H)-yl)-4-(5-(5-(2,2-difluoroethyl)-4,5,6,7-tetrahydropyrazolo[1,5-a]pyrazin-2-ylamino)-1-methyl-6-oxo-1,6-dihydropyridin-3-yl)nicotinaldehyde). Isolated yield 37.8%. RXN SMILES: [F:1][CH:2]([F:31])[CH2:3][N:4]1[CH2:9][CH2:8][N:7]2[N:10]=[C:11]([NH:13][C:14]3[C:15](=[O:30])[N:16]([CH3:29])[CH:17]=[C:18](B4OC(C)(C)C(C)(C)O4)[CH:19]=3)[CH:12]=[C:6]2[CH2:5]1.[C:32]([C:36]1[CH:37]=[C:38]2[C:43](=[C:44]([F:46])[CH:45]=1)[C:42](=[O:47])[N:41]([C:48]1[N:55]=[CH:54][CH:53]=[C:52](Cl)[C:49]=1[CH:50]=[O:51])[N:40]=[CH:39]2)([CH3:35])([CH3:34])[CH3:33].[O-]P([O-])([O-])=O.[K+].[K+].[K+].C([O-])(=O)C.[Na+]>C1C=CC(P(C2C=CC=CC=2)[C-]2C=CC=C2)=CC=1.C1C=CC(P(C2C=CC=CC=2)[C-]2C=CC=C2)=CC=1.Cl[Pd]Cl.[Fe+2].C(#N)C.O>[C:32]([C:36]1[CH:37]=[C:38]2[C:43](=[C:44]([F:46])[CH:45]=1)[C:42](=[O:47])[N:41]([C:48]1[N:55]=[CH:54][CH:53]=[C:52]([C:18]3[CH:19]=[C:14]([NH:13][C:11]4[CH:12]=[C:6]5[CH2:5][N:4]([CH2:3][CH:2]([F:31])[F:1])[CH2:9][CH2:8][N:7]5[N:10]=4)[C:15](=[O:30])[N:16]([CH3:29])[CH:17]=3)[C:49]=1[CH:50]=[O:51])[N:40]=[CH:39]2)([CH3:35])([CH3:33])[CH3:34] |f:2.3.4.5,6.7,8.9.10.11,12.13|. Reported procedure: A 25-mL round-bottomed flask equipped with a reflux condenser was charged with 135d (200 mg, 0.46 mmol), 2-(6-tert-butyl-8-fluoro-1-oxophthalazin-2(1H)-yl)-4-chloronicotinaldehyde 103b (166 mg, 0.46 mmol), K3PO4 (195 mg, 0.92 mmol), sodium acetate (75 mg, 0.92 mmol), 1,1′-bis(diphenylphosphino)ferrocenedichloropalladium(II) (17 mg, 0.023 mmol), and acetonitrile/water (8/0.2 mL). After three cycles of vacuum/N2 flush, the mixture was heated at 100° C. for 1 h. Analysis of the reaction mixture by ... Reactants: O (water), N[C@@H](CC1=CC=CC=C1)C(=O)O (phenylalanine), ClC(=O)OCC (ethyl chloroformate), C(=O)([O-])[O-].[K+].[K+] (K2CO3). The solvent is O1CCOCC1 (dioxane), O1CCOCC1 (dioxane). Product: C(C)OC(=O)N[C@@H](CC1=CC=CC=C1)C(=O)O (EtOCO-Phe). Reaction SMILES: [NH2:1][C@H:2]([C:10]([OH:12])=[O:11])[CH2:3][C:4]1[CH:9]=[CH:8][CH:7]=[CH:6][CH:5]=1.O.C([O-])([O-])=O.[K+].[K+].Cl[C:21]([O:23][CH2:24][CH3:25])=[O:22]>O1CCOCC1>[CH2:24]([O:23][C:21]([NH:1][C@H:2]([C:10]([OH:12])=[O:11])[CH2:3][C:4]1[CH:9]=[CH:8][CH:7]=[CH:6][CH:5]=1)=[O:22])[CH3:25] |f:2.3.4|. Reported procedure: To 4.96 g (30 mmole) phenylalanine was added 76 mL of 1:1 mixture of water and dioxane, followed by 4.15 g (30 mmole) of K2CO3. After 10 min 2.87 mL of ethyl chloroformate (30 mmole) in 10 mL of dioxane was added dropwise, and the reaction mixture was allowed to stir. The reaction was monitored by TLC, and once complete (ca. 2 hrs) the solvent was stripped by rotary evaporation. The residue was reconstituted in 50 mL of 1N NaOH, then extracted with ethyl acetate. The aqueous layer was then acidi... Reactants: acid, C(C)(C)(C)OC(CCCOC([C@@H](NC(=O)OCC1=CC=CC=C1)C(C)C)=O)=O (4-(N-CBz-L-valyloxy) butyric acid t-butyl ester), FC(C(=O)O)(F)F (trifluoroacetic acid), [OH-].C(CCC)[N+](CCCC)(CCCC)CCCC (tetrabutylammonium hydroxide), ClCI (chloroiodomethane). Solvent: O1CCOCC1 (dioxane). Conditions: time 18 hour. Product: ClCOC(CCCOC([C@@H](NC(=O)OCC1=CC=CC=C1)C(C)C)=O)=O (4-(N-CBz-L-valyloxy)butyric acid chloromethyl ester). As a reaction SMILES: [C:1]([O:5][C:6](=[O:28])[CH2:7][CH2:8][CH2:9][O:10][C:11](=[O:27])[C@H:12]([CH:24]([CH3:26])[CH3:25])[NH:13][C:14]([O:16][CH2:17][C:18]1[CH:23]=[CH:22][CH:21]=[CH:20][CH:19]=1)=[O:15])(C)(C)C.FC(F)(F)C(O)=O.[OH-].C([N+](CCCC)(CCCC)CCCC)CCC.[Cl:54]CI>O1CCOCC1>[Cl:54][CH2:1][O:5][C:6](=[O:28])[CH2:7][CH2:8][CH2:9][O:10][C:11](=[O:27])[C@H:12]([CH:24]([CH3:26])[CH3:25])[NH:13][C:14]([O:16][CH2:17][C:18]1[CH:23]=[CH:22][CH:21]=[CH:20][CH:19]=1)=[O:15] |f:2.3|. Procedure: 4-(N-CBz-L-valyloxy) butyric acid t-butyl ester (20 g, 50.8 mmole) was treated with trifluoroacetic acid (30 ml) at 0° C. for 3 h and then evaporated. The residue was coevaporated with toluene several time. The intermediate acid (2.56 g, 7.6 mmole) was dissolved in dioxane (10 ml) and to the solution was added tetrabutylammonium hydroxide (40%, 4.66 ml, 7.2 mmole). The solution was dried and dissolved in dichloromethane (20 ml) and then chloroiodomethane (10 ml, 144 mmole) was added to the solut... The reactants are BrC=1C=C(C=CC1C)C1=NN(C(O1)=O)C (5-(3-bromo-4-methylphenyl)-3-methyl-1,3,4-oxadiazol-2(3H)-one), C[Sn](C=1N=CC(=NC1)N)(C)C (5-(trimethyl stannyl)-pyrazine-2-amine), NC1=NC=C(N=C1)Br (2-amino-5-bromopyrazine). The reagents and catalysts are C=1C=CC(=CC1)[P](C=2C=CC=CC2)(C=3C=CC=CC3)[Pd]([P](C=4C=CC=CC4)(C=5C=CC=CC5)C=6C=CC=CC6)([P](C=7C=CC=CC7)(C=8C=CC=CC8)C=9C=CC=CC9)[P](C=1C=CC=CC1)(C=1C=CC=CC1)C=1C=CC=CC1 (Pd(PPh3)4). Run in C1CCOC1 (THF). Conditions: temperature 75 celsius. Product: NC=1N=CC(=NC1)C=1C=C(C=CC1C)C1=NN(C(O1)=O)C (5-(3-(5-Aminopyrazine-2-yl)-4-methylphenyl)-3-methyl-1,3,4-oxadiazol-2(3H)-one). As a reaction SMILES: Br[C:2]1[CH:3]=[C:4]([C:9]2[O:13][C:12](=[O:14])[N:11]([CH3:15])[N:10]=2)[CH:5]=[CH:6][C:7]=1[CH3:8].C[Sn](C)(C)[C:18]1[N:19]=[CH:20][C:21]([NH2:24])=[N:22][CH:23]=1.NC1C=NC(Br)=CN=1>C1COCC1.C1C=CC([P]([Pd]([P](C2C=CC=CC=2)(C2C=CC=CC=2)C2C=CC=CC=2)([P](C2C=CC=CC=2)(C2C=CC=CC=2)C2C=CC=CC=2)[P](C2C=CC=CC=2)(C2C=CC=CC=2)C2C=CC=CC=2)(C2C=CC=CC=2)C2C=CC=CC=2)=CC=1>[NH2:24][C:21]1[N:22]=[CH:23][C:18]([C:2]2[CH:3]=[C:4]([C:9]3[O:13][C:12](=[O:14])[N:11]([CH3:15])[N:10]=3)[CH:5]=[CH:6][C:7]=2[CH3:8])=[N:19][CH:20]=1 |^1:43,45,64,83|. Procedure details: To a solution of 5-(3-bromo-4-methylphenyl)-3-methyl-1,3,4-oxadiazol-2(3H)-one (500 mg, 1.76 mmol) and 5-(trimethyl stannyl)-pyrazine-2-amine (683 mg, 2.65 mmol, prepared from 2-amino-5-bromopyrazine by following the procedure described in Chem. Eur. J. 2000, 6, 4132) in THF (10 mL) was added Pd(PPh3)4 (100 mg, 0.088 mmol). The resulting mixture was thoroughly deoxygenated by subjecting to vacuum/nitrogen cycle three times and the reaction mixture was heated at 75° C. for 15 h under nitrogen atm... Reactants: ClC=1C=CC(=NC1)NC(C1=C(C=CC=C1)NC(=O)N1CCC(CC1)=O)=O (N-(5-chloropyridin-2-yl)-2-(4-oxopiperidin-1-ylcarbonyl)aminobenzamide), N1CCCC1 (pyrolidine). Yields the product ClC=1C=CC(=NC1)NC(C1=C(C=CC=C1)NC(=O)N1CCC(CC1)N1CCCC1)=O (N-(5-Chloropyridin-2-yl)-2-[[4-(1-pyrrolidinyl)piperidin-1-ylcarbonyl]amino]benzamide). RXN SMILES: [Cl:1][C:2]1[CH:3]=[CH:4][C:5]([NH:8][C:9](=[O:26])[C:10]2[CH:15]=[CH:14][CH:13]=[CH:12][C:11]=2[NH:16][C:17]([N:19]2[CH2:24][CH2:23][C:22](=O)[CH2:21][CH2:20]2)=[O:18])=[N:6][CH:7]=1.[NH:27]1[CH2:31][CH2:30][CH2:29][CH2:28]1>>[Cl:1][C:2]1[CH:3]=[CH:4][C:5]([NH:8][C:9](=[O:26])[C:10]2[CH:15]=[CH:14][CH:13]=[CH:12][C:11]=2[NH:16][C:17]([N:19]2[CH2:24][CH2:23][CH:22]([N:27]3[CH2:31][CH2:30][CH2:29][CH2:28]3)[CH2:21][CH2:20]2)=[O:18])=[N:6][CH:7]=1. Procedure details: Using a similar procedure to that described in Example 9-C, N-(5-chloropyridin-2-yl)-2-(4-oxopiperidin-1-ylcarbonyl)aminobenzamide (100 mg, 0.268 mmol) and pyrolidine (0.045 mL, 0.54 mmol) yielded the title compound. Procedure: The product from Example 38A (200 mg, 1.1 mmol), 1-phenylpiperazine (193 mg, 1.2 mmol), and DIEA (380 μL, 2.2 mmol) were processed as described in Example 38B to provide the title compound. 1H NMR (300 MHz, DMSO-d6) δ 2.74 (m, 4H) 3.19 (m, 4H) 4.05 (s, 2H) 6.78 (t, J=7.29 Hz, 1H) 6.95 (d, J=7.80 Hz, 2H) 7.22 (m, 2H) 7.56 (dd, J=8.15, 4.75 Hz, 1H) 8.33 (dd, J=8.15, 1.70 Hz, 1H) (dd, J=4.75, 1.70 Hz, 1H); (ESI) m/z 311 (M+H)+. The product is C1(=CC=CC=C1)N1CCN(CC1)CC=1SC2=NC=CC=C2N1 (2-[(4-phenyl-1-piperazinyl)methyl][1,3]thiazolo[5,4-b]pyridine). As a reaction SMILES: Cl[CH2:2][C:3]1[S:4][C:5]2[C:10]([N:11]=1)=[CH:9][CH:8]=[CH:7][N:6]=2.[C:12]1([N:18]2[CH2:23][CH2:22][NH:21][CH2:20][CH2:19]2)[CH:17]=[CH:16][CH:15]=[CH:14][CH:13]=1.CCN(C(C)C)C(C)C>>[C:12]1([N:18]2[CH2:23][CH2:22][N:21]([CH2:2][C:3]3[S:4][C:5]4[C:10]([N:11]=3)=[CH:9][CH:8]=[CH:7][N:6]=4)[CH2:20][CH2:19]2)[CH:17]=[CH:16][CH:15]=[CH:14][CH:13]=1. Reactants: ClCC=1SC2=NC=CC=C2N1 (2-(chloromethyl)[1,3]thiazolo[5,4-b]pyridine), C1(=CC=CC=C1)N1CCNCC1 (1-phenylpiperazine), CCN(C(C)C)C(C)C (DIEA). Reactants: C(C1=CC=CC=C1)OC1=CC(=C(C=C1OC)C(CNS(=O)(=O)CCC)NC1=CC=C(C=C1)C#N)[N+](=O)[O-] (Propane-1-sulfonic acid [2-(4-benzyloxy-5-methoxy-2-nitro-phenyl)-2-(4-cyano-phenylamino)-ethyl]-amide). Reagents/catalysts: [Pt] (Pt/C). Solvent: C(C)O (ethanol). Conditions: time 3 hour. Product: NC1=C(C=C(C(=C1)OCC1=CC=CC=C1)OC)C(CNS(=O)(=O)CCC)NC1=CC=C(C=C1)C#N (Propane-1-sulfonic acid [2-(2-amino-4-benzyloxy-5-methoxy-phenyl)-2-(4-cyano-phenylamino)-ethyl]-amide). Yield: 56.4%. As a reaction SMILES: [CH2:1]([O:8][C:9]1[C:14]([O:15][CH3:16])=[CH:13][C:12]([CH:17]([NH:26][C:27]2[CH:32]=[CH:31][C:30]([C:33]#[N:34])=[CH:29][CH:28]=2)[CH2:18][NH:19][S:20]([CH2:23][CH2:24][CH3:25])(=[O:22])=[O:21])=[C:11]([N+:35]([O-])=O)[CH:10]=1)[C:2]1[CH:7]=[CH:6][CH:5]=[CH:4][CH:3]=1>C(O)C.[Pt]>[NH2:35][C:11]1[CH:10]=[C:9]([O:8][CH2:1][C:2]2[CH:3]=[CH:4][CH:5]=[CH:6][CH:7]=2)[C:14]([O:15][CH3:16])=[CH:13][C:12]=1[CH:17]([NH:26][C:27]1[CH:28]=[CH:29][C:30]([C:33]#[N:34])=[CH:31][CH:32]=1)[CH2:18][NH:19][S:20]([CH2:23][CH2:24][CH3:25])(=[O:22])=[O:21]. Procedure details: Propane-1-sulfonic acid [2-(4-benzyloxy-5-methoxy-2-nitro-phenyl)-2-(4-cyano-phenylamino)-ethyl]-amide (0.250 g) was dissolved in ethanol (10 ml) and added to Pt/C (5%). The reaction was placed under a hydrogen atmosphere and stirred vigorously for 3 hours. The catalyst was filtered off and the product chromatographed (hexanes:ethyl acetate 1:2) to yield 133 mg of Propane-1-sulfonic acid [2-(2-amino-4-benzyloxy-5-methoxy-phenyl)-2-(4-cyano-phenylamino)-ethyl]-amide. 1HNMR(CDCl3): 7.3-7.45 (m, 7H...